From a dataset of the Open Reaction Database (ORD), a public repository of structured organic reaction records. describe an organic reaction: reactants, conditions, products, and yield Reactants: CS(=O)(=O)O.CC1(OCC(CO1)(CO)CC)C (2,2-dimethyl-5-ethyl-5-hydroxymethyl-1,3-dioxane methylsulphonate), [I-].[Na+] (sodium iodide). The solvent is CC(=O)CC (ethyl methyl ketone). The product is CC1(OCC(CO1)(CI)CC)C (2,2-Dimethyl-5-ethyl-5-iodomethyl-1,3-dioxane). Reaction SMILES: CS(O)(=O)=O.[CH3:6][C:7]1([CH3:17])[O:12][CH2:11][C:10]([CH2:15][CH3:16])([CH2:13]O)[CH2:9][O:8]1.[I-:18].[Na+]>CC(CC)=O>[CH3:6][C:7]1([CH3:17])[O:12][CH2:11][C:10]([CH2:15][CH3:16])([CH2:13][I:18])[CH2:9][O:8]1 |f:0.1,2.3|. Procedure: A mixture of 2,2-dimethyl-5-ethyl-5-hydroxymethyl-1,3-dioxane methylsulphonate (6.0 g.) and sodium iodide (9.0 g.) in ethyl methyl ketone was refluxed, with stirring, for forty-eight hours. The solvent was removed in vacuo and the resulting oil was poured into water. The aqueous mixture was extracted with ether. The ethereal extracts were washed with 5% aqueous sodium thiosulphate solution and then water. The ethereal extracts were dried over anhydrous magnesium sulphate and then evaporated in v... Reactants: [H-].[Na+] (NaH), COC1=CC=C(CN2N=CC3=C2N=CC=C3O)C=C1 (1-(4-methoxybenzyl)-1H-pyrazolo[3,4-b]pyridin-4-ol), N1(CCNCC1)C(=O)OC(C)(C)C (tert-butyl piperazine-1-carboxylate), [NH4+].[Cl-] (NH4Cl), FC(S(=O)(=O)N(S(=O)(=O)C(F)(F)F)C1=CC=CC=C1)(F)F (1,1,1-trifluoro-N-phenyl-N-(trifluoromethylsulfonyl)methanesulfonamide). The solvent is CN(C)C=O (DMF), CN(C)C=O (DMF). Reaction conditions: temperature 40 celsius, time 30 minute. The product is COC1=CC=C(CN2N=CC=3C2=NC=CC3N3CCN(CC3)C(=O)OC(C)(C)C)C=C1 (tert-butyl 4-(1-(4-methoxybenzyl)-1H-pyrazolo[3,4-b]pyridin-4-yl)piperazine-1-carboxylate). Yield: 98.8%. As a reaction SMILES: [H-].[Na+].[CH3:3][O:4][C:5]1[CH:21]=[CH:20][C:8]([CH2:9][N:10]2[C:14]3[N:15]=[CH:16][CH:17]=[C:18](O)[C:13]=3[CH:12]=[N:11]2)=[CH:7][CH:6]=1.FC(F)(F)S(N(C1C=CC=CC=1)S(C(F)(F)F)(=O)=O)(=O)=O.[N:43]1([C:49]([O:51][C:52]([CH3:55])([CH3:54])[CH3:53])=[O:50])[CH2:48][CH2:47][NH:46][CH2:45][CH2:44]1.[NH4+].[Cl-]>CN(C=O)C>[CH3:3][O:4][C:5]1[CH:21]=[CH:20][C:8]([CH2:9][N:10]2[C:14]3=[N:15][CH:16]=[CH:17][C:18]([N:46]4[CH2:45][CH2:44][N:43]([C:49]([O:51][C:52]([CH3:55])([CH3:54])[CH3:53])=[O:50])[CH2:48][CH2:47]4)=[C:13]3[CH:12]=[N:11]2)=[CH:7][CH:6]=1 |f:0.1,5.6|. Procedure details: NaH (0.188 g, 4.70 mmol) in DMF (5 mL) was added dropwise to 1-(4-methoxybenzyl)-1H-pyrazolo[3,4-b]pyridin-4-ol (1.00 g, 3.92 mmol, prepared as described in WO 2007/103308) in DMF (10 mL). The reaction mixture was then warmed to 40° C. and stirred for 30 minutes. After cooling to room temperature, 1,1,1-trifluoro-N-phenyl-N-(trifluoromethylsulfonyl)methanesulfonamide (1.68 g, 4.70 mmol) was added and stirred at room temperature for 1 hour. Then tert-butyl piperazine-1-carboxylate (1.61 g, 8.62 m... Starting materials: CCCC[N+](CCCC)(CCCC)CCCC, CCOC(C)=O, [F-], Cc1cc(C(=O)c2cc(C(F)(F)F)cc(C(F)(F)F)c2)ccc1[N+](=O)[O-], C[Si](C)(C)C(F)(F)F, C1CCOC1. The product is Cc1cc(C(O)(c2cc(C(F)(F)F)cc(C(F)(F)F)c2)C(F)(F)F)ccc1[N+](=O)[O-]. Reaction SMILES: [CH3:2][CH2:3][CH2:4][CH2:5][N+:6]([CH2:7][CH2:8][CH2:9][CH3:10])([CH2:11][CH2:12][CH2:13][CH3:14])[CH2:15][CH2:16][CH2:17][CH3:18].[CH3:58][CH2:59][O:60][C:61](=[O:62])[CH3:63].[F-:1].[F:19][C:20]([c:21]1[cH:22][c:23]([C:31]([c:32]2[cH:33][c:34]([CH3:41])[c:35]([N+:38](=[O:39])[O-:40])[cH:36][cH:37]2)=[O:42])[cH:24][c:25]([C:27]([F:28])([F:29])[F:30])[cH:26]1)([F:43])[F:44].[F:45][C:46]([F:47])([F:48])[Si:49]([CH3:50])([CH3:51])[CH3:52].[O:53]1[CH2:54][CH2:55][CH2:56][CH2:57]1>>[F:19][C:20]([c:21]1[cH:22][c:23]([C:31]([c:32]2[cH:33][c:34]([CH3:41])[c:35]([N+:38](=[O:39])[O-:40])[cH:36][cH:37]2)([OH:42])[C:46]([F:45])([F:47])[F:48])[cH:24][c:25]([C:27]([F:28])([F:29])[F:30])[cH:26]1)([F:43])[F:44].